This data is from the Open Reaction Database (ORD), a public repository of structured organic reaction records. The task is: describe an organic reaction: reactants, conditions, products, and yield The reactants are [Cl-].[NH4+] (ammonium chloride), C(C1=CC=CC=C1)[Mg]Cl (benzylmagnesium chloride), ON1CCOCC1 (N-hydroxymorpholine). Reagents/catalysts: O=[Mn]=O (MnO2). The solvent is ClCCl (dichloromethane), ClCCl (dichloromethane). Conditions: time 1 hour. Product: C(C1=CC=CC=C1)C1N(CCOC1)O (3-benzylmorpholin-4-ol). Isolated yield 34.1%. RXN SMILES: [OH:1][N:2]1[CH2:7][CH2:6][O:5][CH2:4][CH2:3]1.[CH2:8]([Mg]Cl)[C:9]1[CH:14]=[CH:13][CH:12]=[CH:11][CH:10]=1.[Cl-].[NH4+]>ClCCl.O=[Mn]=O>[CH2:8]([CH:3]1[CH2:4][O:5][CH2:6][CH2:7][N:2]1[OH:1])[C:9]1[CH:14]=[CH:13][CH:12]=[CH:11][CH:10]=1 |f:2.3|. Procedure: Activated MnO2 (1.29 g, 14.8 mmol) was added to a solution of N-hydroxymorpholine (0.50 g, 4.95 mmol) in dichloromethane (25 mL) at 0° C. and the mixture was stirred for 1 h. The reaction mixture was filtered through a pad of Celite™ and Na2SO4. The filtrate was added dropwise to a solution of benzylmagnesium chloride (2.0 M in tetrahydrofuran, 4.95 mL, 9.90 mmol) at −10° C. The reaction mixture was stirred at 0° C. for 0.5 h and then saturated aqueous ammonium chloride solution (25 mL) and dich... The reactants are IC=1N(C=NC1C=O)CCC (4-iodo-3-n-propylimidazole-5-carboxaldehyde), C1(=CC=CC=C1)C (toluene), tetrakistriphenylphosphine palladium (0), O1C(=CC=C1)B(O)O (furan-2-ylboronic acid), C([O-])([O-])=O.[Na+].[Na+] (sodium carbonate). The solvent is C(C)O (ethanol). Conditions: time 5 minute. Yields the product O1C(=CC=C1)C=1N=C(NC1C=O)CCC (4-(furan-2-yl)-2-n-propylimidazole-5-carboxaldehyde). As a reaction SMILES: I[C:2]1[N:3](CCC)[CH:4]=[N:5][C:6]=1[CH:7]=[O:8].[C:12]1(C)[CH:17]=CC=C[CH:13]=1.[O:19]1[CH:23]=[CH:22][CH:21]=[C:20]1B(O)O.C(=O)([O-])[O-].[Na+].[Na+]>C(O)C>[O:19]1[CH:23]=[CH:22][CH:21]=[C:20]1[C:2]1[N:3]=[C:4]([CH2:13][CH2:12][CH3:17])[NH:5][C:6]=1[CH:7]=[O:8] |f:3.4.5|. Procedure: A solution of 2.64 g (0.01 mol) of 4-iodo-3-n-propylimidazole-5-carboxaldehyde, 60 mL of toluene, and 0.33 g (0.00029 mol) of tetrakistriphenylphosphine palladium (0) was stirred at room temperature under nitrogen, while a solution of 2.34 g (0.0174 mol) of furan-2-ylboronic acid in 50 mL of ethanol was slowly added. The reaction was stirred for 5 minutes, after which 12 mL of 2M sodium carbonate was slowly added. After the addition was completed, the reaction was refluxed for 8 h and cooled. Th... Starting materials: BrC1CCCC1 (bromocyclopentane), ClC1=CC=C(C=C1)N(C(CC1=CC=CC=C1)=O)C1CCNCC1 (N-(4-chlorophenyl)-N-(4-piperidinyl)benzeneacetamide), C([O-])([O-])=O.[Na+].[Na+] (sodium carbonate), [I-].[K+] (potassium iodide), BrC1CCCC1 (bromocyclopentane). Run at time 30 hour. Product: ClC1=CC=C(C=C1)N(C(CC1=CC=CC=C1)=O)C1CCN(CC1)C1CCCC1 (N-(4-chlorophenyl)-N-(1-cyclopentyl-4-piperidinyl)benzeneacetamide). RXN SMILES: [Cl:1][C:2]1[CH:7]=[CH:6][C:5]([N:8]([CH:18]2[CH2:23][CH2:22][NH:21][CH2:20][CH2:19]2)[C:9](=[O:17])[CH2:10][C:11]2[CH:16]=[CH:15][CH:14]=[CH:13][CH:12]=2)=[CH:4][CH:3]=1.C(=O)([O-])[O-].[Na+].[Na+].[I-].[K+].Br[CH:33]1[CH2:37][CH2:36][CH2:35][CH2:34]1>>[Cl:1][C:2]1[CH:3]=[CH:4][C:5]([N:8]([CH:18]2[CH2:23][CH2:22][N:21]([CH:33]3[CH2:37][CH2:36][CH2:35][CH2:34]3)[CH2:20][CH2:19]2)[C:9](=[O:17])[CH2:10][C:11]2[CH:16]=[CH:15][CH:14]=[CH:13][CH:12]=2)=[CH:6][CH:7]=1 |f:1.2.3,4.5|. Procedure: to a stirred and warm (40° C.) mixture of 5 parts of N-(4-chlorophenyl)-N-(4-piperidinyl)benzeneacetamide, 5 parts of sodium carbonate, a few crystals of potassium iodide and 200 parts of nbutanol is added 3.75 parts of bromocyclopentane and the whole is stirred and refluxed for 21h.30. Then a second portion of 5 parts of bromocyclopentane is added and stirring at reflux temperature is continued for another 30 hours. The reaction mixture is cooled, filtered and the filtrate is evaporated. The oi... The reactants are O1CCN(CC1)CCC=1C=CC=2N(C1)C(=CN2)C(=O)O (6-(2-morpholinoethyl)imidazo[1,2-a]pyridine-3-carboxylic acid), C(C(=O)Cl)(=O)Cl (oxalyl chloride), CN(C=O)C (N,N-dimethylformamide), acid chloride, NC=1C=C(C=CC1C)C1=NOC(=N1)C1CN(C1)C(=O)OC (methyl 3-(3-(3-amino-4-methylphenyl)-1,2,4-oxadiazol-5-yl)azetidine-1-carboxylate). Solvent: ClCCl (dichloromethane), N1=CC=CC=C1 (pyridine). Conditions: temperature 0 celsius, time 1 hour. The product is CC1=C(C=C(C=C1)C1=NOC(=N1)C1CN(C1)C(=O)OC)NC(=O)C1=CN=C2N1C=C(C=C2)CCN2CCOCC2 (methyl 3-(3-(4-methyl-3-(6-(2-morpholinoethyl)imidazo[1,2-a]pyridine-3-carboxamido)phenyl)-1,2,4-oxadiazol-5-yl)azetidine-1-carboxylate). Reaction SMILES: [O:1]1[CH2:6][CH2:5][N:4]([CH2:7][CH2:8][C:9]2[CH:10]=[CH:11][C:12]3[N:13]([C:15]([C:18]([OH:20])=O)=[CH:16][N:17]=3)[CH:14]=2)[CH2:3][CH2:2]1.C(Cl)(=O)C(Cl)=O.CN(C)C=O.[NH2:32][C:33]1[CH:34]=[C:35]([C:40]2[N:44]=[C:43]([CH:45]3[CH2:48][N:47]([C:49]([O:51][CH3:52])=[O:50])[CH2:46]3)[O:42][N:41]=2)[CH:36]=[CH:37][C:38]=1[CH3:39]>ClCCl.N1C=CC=CC=1>[CH3:39][C:38]1[CH:37]=[CH:36][C:35]([C:40]2[N:44]=[C:43]([CH:45]3[CH2:46][N:47]([C:49]([O:51][CH3:52])=[O:50])[CH2:48]3)[O:42][N:41]=2)=[CH:34][C:33]=1[NH:32][C:18]([C:15]1[N:13]2[CH:14]=[C:9]([CH2:8][CH2:7][N:4]3[CH2:3][CH2:2][O:1][CH2:6][CH2:5]3)[CH:10]=[CH:11][C:12]2=[N:17][CH:16]=1)=[O:20]. Procedure: To a stirring suspension of 6-(2-morpholinoethyl)imidazo[1,2-a]pyridine-3-carboxylic acid (24l) (50 mg, 0.182 mmol) in anhydrous dichloromethane (2 mL) at 0° C. under Argon was added dropwise oxalyl chloride (17 uL, 0.200 mmol). Then, a drop of anhydrous N,N-dimethylformamide was added and the reaction mixture was stirred at 0° C. for 1 hour. The solvent was concentrated. A stirring mixture of the acid chloride and methyl 3-(3-(3-amino-4-methylphenyl)-1,2,4-oxadiazol-5-yl)azetidine-1-carboxylate... Starting materials: CCO, CCOC(C)=O, COc1ccc(C(C)=O)cc1OC1CCCC1, [H-], [Na+], C1CCOC1. The product is COc1ccc(C(=O)CC(C)=O)cc1OC1CCCC1. As a reaction SMILES: [CH3:31][CH2:32][OH:33].[CH3:3][CH2:4][O:5][C:6](=[O:7])[CH3:8].[CH:9]1([O:14][c:15]2[cH:16][c:17]([C:23]([CH3:24])=[O:25])[cH:18][cH:19][c:20]2[O:21][CH3:22])[CH2:10][CH2:11][CH2:12][CH2:13]1.[H-:1].[Na+:2].[O:26]1[CH2:27][CH2:28][CH2:29][CH2:30]1>>[CH3:3][C:4](=[O:5])[CH2:24][C:23]([c:17]1[cH:16][c:15]([O:14][CH:9]2[CH2:10][CH2:11][CH2:12][CH2:13]2)[c:20]([O:21][CH3:22])[cH:19][cH:18]1)=[O:25]. Reactants: C(C)(C)N1C(OC2(C1)COC1=C(OC2)C=CC(=C1)NC(=O)OCC)=O (3'-isopropyl-7-carbethoxyamino-3,4-dihydro-2H-1,5-benzodioxepin-3-spiro-5'-oxazolidin-2'-one). Run in C(C)O (ethanol). Yields the product OC1(COC2=C(OC1)C=CC(=C2)NC(=O)OCC)CNC(C)C (3-hydroxy-3-isopropylaminomethyl-7-carbethoxyamino-3,4-dihydro-2H-1,5-benzodioxepin). As a reaction SMILES: [CH:1]([N:4]1[CH2:8][C:7]2([CH2:14][O:13][C:12]3[CH:15]=[CH:16][C:17]([NH:19][C:20]([O:22][CH2:23][CH3:24])=[O:21])=[CH:18][C:11]=3[O:10][CH2:9]2)[O:6]C1=O)([CH3:3])[CH3:2]>C(O)C>[OH:6][C:7]1([CH2:8][NH:4][CH:1]([CH3:2])[CH3:3])[CH2:14][O:13][C:12]2[CH:15]=[CH:16][C:17]([NH:19][C:20]([O:22][CH2:23][CH3:24])=[O:21])=[CH:18][C:11]=2[O:10][CH2:9]1. Reported procedure: This oxazolidinone from Step A above is refluxed in ethanol containing anhydrous hydrogen chloride. The solution is neutralized, evaporated to a small volume, diluted with water and extracted with ether. The dried etheral solution is evaporated to give the desired product. The reactants are C(C1=CC=CC=C1)ON=C1C[C@H](N(C1)C(=O)OC(C)(C)C)C(=O)O ((2S,4EZ)-4-[(benzyl-oxy)imino]-1-(tert-butoxycarbonyl)-2-pyrrolidinecarboxylic acid), C(#N)C1=CC=C(C(=O)Cl)C=C1 (4-cyanobenzoyl chloride), O1COC2=C1C=CC(=C2)CN (1,3-benzodioxol-5-ylmethylamine). The product is O1COC2=C1C=CC(=C2)CNC(=O)[C@H]2N(CC(C2)=NOCC2=CC=CC=C2)C(C2=CC=C(C=C2)C#N)=O ((2S,4EZ)-N-(1,3-benzodioxol-5-ylmethyl)-4-[(benzyloxy)imino]-1-(4-cyanobenzoyl)-2-pyrrolidinecarboxamide). Reaction SMILES: [CH2:1]([O:8][N:9]=[C:10]1[CH2:14][N:13]([C:15]([O:17]C(C)(C)C)=O)[C@H:12]([C:22]([OH:24])=O)[CH2:11]1)[C:2]1[CH:7]=[CH:6][CH:5]=[CH:4][CH:3]=1.[C:25]([C:27]1[CH:35]=[CH:34][C:30](C(Cl)=O)=[CH:29][CH:28]=1)#[N:26].[O:36]1[C:40]2[CH:41]=[CH:42][C:43]([CH2:45][NH2:46])=[CH:44][C:39]=2[O:38][CH2:37]1>>[O:36]1[C:40]2[CH:41]=[CH:42][C:43]([CH2:45][NH:46][C:22]([C@@H:12]3[CH2:11][C:10](=[N:9][O:8][CH2:1][C:2]4[CH:3]=[CH:4][CH:5]=[CH:6][CH:7]=4)[CH2:14][N:13]3[C:15](=[O:17])[C:30]3[CH:29]=[CH:28][C:27]([C:25]#[N:26])=[CH:35][CH:34]=3)=[O:24])=[CH:44][C:39]=2[O:38][CH2:37]1. Procedure details: Following the general method as outlined in Example 22, starting from (2S,4EZ)-4-[(benzyl-oxy)imino]-1-(tert-butoxycarbonyl)-2-pyrrolidinecarboxylic acid, 4-cyanobenzoyl chloride, and 1,3-benzodioxol-5-ylmethylamine the title compound was obtained in 51% purity by LC/MS. MS(ESI+): m/z=497.6. RXN SMILES: Cl.Cl.[NH:3]1[CH2:8][CH2:7][CH:6]([N:9]2[C:17]3[C:12](=[N:13][CH:14]=[CH:15][CH:16]=3)[NH:11][C:10]2=[O:18])[CH2:5][CH2:4]1.CCN(C(C)C)C(C)C.Cl[C:29]1[N:34]=[CH:33][N:32]=[C:31]([C:35]([N:37]2[C:45]3[C:40](=[CH:41][CH:42]=[CH:43][CH:44]=3)[CH:39]=[CH:38]2)=[O:36])[CH:30]=1>CN(C=O)C>[N:37]1([C:35]([C:31]2[N:32]=[CH:33][N:34]=[C:29]([N:3]3[CH2:4][CH2:5][CH:6]([N:9]4[C:17]5[C:12](=[N:13][CH:14]=[CH:15][CH:16]=5)[NH:11][C:10]4=[O:18])[CH2:7][CH2:8]3)[CH:30]=2)=[O:36])[C:45]2[C:40](=[CH:41][CH:42]=[CH:43][CH:44]=2)[CH:39]=[CH:38]1 |f:0.1.2|. The solvent is CN(C)C=O (DMF). Reactants: Cl.Cl.N1CCC(CC1)N1C(NC2=NC=CC=C21)=O (1-piperidin-4-yl-1,3-dihydro-imidazo[4,5-b]pyridin-2-one dihydrochloride), CCN(C(C)C)C(C)C (DIPEA), ClC1=CC(=NC=N1)C(=O)N1C=CC2=CC=CC=C12 ((6-chloropyrimidin-4-yl)-indol-1-yl-methanone). Yields the product N1(C=CC2=CC=CC=C12)C(=O)C1=CC(=NC=N1)N1CCC(CC1)N1C(NC2=NC=CC=C21)=O (1-{1-[6-(indole-1-carbonyl)-pyrimidin-4-yl]-piperidin-4-yl}-1,3-dihydro-imidazo[4,5-b]pyridin-2-one). Conditions: time 3 hour. Procedure: 100 mg (0.34 mmol) 1-piperidin-4-yl-1,3-dihydro-imidazo[4,5-b]pyridin-2-one dihydrochloride and 200 μL (1.162 mmol) DIPEA were added to 100 mg (0.39 mmol) (6-chloropyrimidin-4-yl)-indol-1-yl-methanone in 30 mL DMF. The reaction mixture was stirred for 3 h at RT. The reaction mixture was evaporated down i. vac. The residue was combined with 20 mL water and stirred for 10 min. The solid was suction filtered and purified by flash chromatography. The product fractions were combined and evaporated do...